This data is from the Open Reaction Database (ORD), a public repository of structured organic reaction records. The task is: describe an organic reaction: reactants, conditions, products, and yield Starting materials: C(#N)NC(=N)N (cyanoguanidine), C(C)(C)N(C(C)C)CC (N,N-diisopropylethylamine), [F-].[Cs+] (Cesium fluoride), ClC1=C(C(=C(C=C1)N=C=NC1=C(C=CC=C1)C)O[Si](C)(C)C(C)(C)C)S(=O)(=O)N(C)C (N-[4-chloro-2-tert-butyldimethylsilyloxy-3-(N″,N″-dimethylaminosulfonyl)phenyl]-N′-(2-methylphenyl)carbodiimide), N#CN (cyanamide). Yields the product ClC1=C(C(=C(C=C1)N(C(=N)NC1=C(C=CC=C1)C)C#N)O)S(=O)(=O)N(C)C (N-[4-Chloro2-hydroxy-3-(N″,N″-dimethylaminosulfonyl)phenyl]-N′-(2-methylphenyl)cyanoguanidine). Isolated yield 32.0%. RXN SMILES: [C:1](NC(N)=N)#[N:2].[Cl:7][C:8]1[CH:13]=[CH:12][C:11]([N:14]=[C:15]=[N:16][C:17]2[CH:22]=[CH:21][CH:20]=[CH:19][C:18]=2[CH3:23])=[C:10]([O:24][Si](C(C)(C)C)(C)C)[C:9]=1[S:32]([N:35]([CH3:37])[CH3:36])(=[O:34])=[O:33].[N:38]#CN.C(N(CC)C(C)C)(C)C.[F-].[Cs+]>>[Cl:7][C:8]1[CH:13]=[CH:12][C:11]([N:14]([C:1]#[N:2])[C:15]([NH:16][C:17]2[CH:22]=[CH:21][CH:20]=[CH:19][C:18]=2[CH3:23])=[NH:38])=[C:10]([OH:24])[C:9]=1[S:32]([N:35]([CH3:37])[CH3:36])(=[O:33])=[O:34] |f:4.5|. Reported procedure: Following the general procedure for cyanoguanidine formation outlined in example 12, N-[4-chloro-2-tert-butyldimethylsilyloxy-3-(N″,N″-dimethylaminosulfonyl)phenyl]-N′-(2-methylphenyl)carbodiimide (400 mg, 0.83 mmol), cyanamide (139.4 mg, 3.32 mmol) and N,N-diisopropylethylamine (129 mg, 1.0 mmol) were reacted, followed by desilylation with Cesium fluoride (152 mg, 1.0 mmol) to form the desired product (110 mg, 32%). EI-MS m/z 408.2 (M+). 1H NMR (DMSO-d6) δ 2.22 (s, 3H), 2.86 (s, 6H), 7.20 (m, 5...